Dataset: the Open Reaction Database (ORD), a public repository of structured organic reaction records. Task: describe an organic reaction: reactants, conditions, products, and yield Reactants: O=C(Nc1ccc(N2CCCN(C(=O)C3CCC(C(=O)OCc4ccccc4)CC3)CC2)cc1)c1nc(-c2ccccc2)oc1C(F)(F)F, CO. The product is O=C(Nc1ccc(N2CCCN(C(=O)C3CCC(C(=O)O)CC3)CC2)cc1)c1nc(-c2ccccc2)oc1C(F)(F)F. Reaction SMILES: [CH2:1]([c:2]1[cH:3][cH:4][cH:5][cH:6][cH:7]1)[O:8][C:9](=[O:10])[CH:11]1[CH2:12][CH2:13][CH:14]([C:17](=[O:18])[N:19]2[CH2:20][CH2:21][N:22]([c:26]3[cH:27][cH:28][c:29]([NH:32][C:33](=[O:34])[c:35]4[n:36][c:37](-[c:44]5[cH:45][cH:46][cH:47][cH:48][cH:49]5)[o:38][c:39]4[C:40]([F:41])([F:42])[F:43])[cH:30][cH:31]3)[CH2:23][CH2:24][CH2:25]2)[CH2:15][CH2:16]1.[CH3:50][OH:51]>>[O:8]=[C:9]([OH:10])[CH:11]1[CH2:12][CH2:13][CH:14]([C:17](=[O:18])[N:19]2[CH2:20][CH2:21][N:22]([c:26]3[cH:27][cH:28][c:29]([NH:32][C:33](=[O:34])[c:35]4[n:36][c:37](-[c:44]5[cH:45][cH:46][cH:47][cH:48][cH:49]5)[o:38][c:39]4[C:40]([F:41])([F:42])[F:43])[cH:30][cH:31]3)[CH2:23][CH2:24][CH2:25]2)[CH2:15][CH2:16]1.